Dataset: the Open Reaction Database (ORD), a public repository of structured organic reaction records. Task: describe an organic reaction: reactants, conditions, products, and yield The reactants are CCOC(=O)C(C)(C)Br, COc1cc(C=O)cc2c1OC(C)(C)C2, Cc1ccccc1, [Zn]. Product: CCOC(=O)C(C)(C)C(O)c1cc2c(c(OC)c1)OC(C)(C)C2. As a reaction SMILES: [CH2:16]([CH3:17])[O:18][C:19]([C:20]([CH3:21])([CH3:22])[Br:23])=[O:24].[CH3:1][O:2][c:3]1[cH:4][c:5]([CH:14]=[O:15])[cH:6][c:7]2[c:11]1[O:10][C:9]([CH3:12])([CH3:13])[CH2:8]2.[CH3:25][c:26]1[cH:27][cH:28][cH:29][cH:30][cH:31]1.[Zn:32]>>[CH3:1][O:2][c:3]1[cH:4][c:5]([CH:14]([OH:15])[C:20]([C:19]([O:18][CH2:16][CH3:17])=[O:24])([CH3:21])[CH3:22])[cH:6][c:7]2[c:11]1[O:10][C:9]([CH3:12])([CH3:13])[CH2:8]2. Starting materials: CC(=O)OO, Cl, [Na+], [OH-], O, O=C(O)c1cnccc1-c1ccccc1. Product: O=C(O)c1c[n+]([O-])ccc1-c1ccccc1. Reaction SMILES: [C:19]([O:20][OH:22])(=[O:21])[CH3:23].[ClH:1].[Na+:18].[OH-:17].[OH2:24].[c:2]1(-[c:8]2[cH:9][cH:10][n:11][cH:12][c:13]2[C:14](=[O:15])[OH:16])[cH:3][cH:4][cH:5][cH:6][cH:7]1>>[c:2]1(-[c:8]2[cH:9][cH:10][n+:11]([O-:21])[cH:12][c:13]2[C:14](=[O:15])[OH:16])[cH:3][cH:4][cH:5][cH:6][cH:7]1. The reactants are BrC1=CC(=C(C=C1)F)[N+](=O)[O-] (4-bromo-1-fluoro-2-nitrobenzen), C(C)(C)(C)N (t-butylamine). Reported procedure: To a solution of 4-bromo-1-fluoro-2-nitrobenzen (25 g, 0.1 mol) in THF (100 mL) is added t-butylamine (18 mL, 0.17 mol). The solution is heated at 60° C. for 16 hours. The solvent is removed in vacuum. The residue is suspended in methanol (20 mL). The precipitate is collected by filtration and washed with methanol to give (4-bromo-2-nitro-phenyl)-tert-butyl-amine as an orange solid (30 g, 97%). Conditions: temperature 60 celsius. Run in C1CCOC1 (THF). The yield is 109.8%. Yields the product BrC1=CC(=C(C=C1)NC(C)(C)C)[N+](=O)[O-] ((4-bromo-2-nitro-phenyl)-tert-butyl-amine). RXN SMILES: [Br:1][C:2]1[CH:7]=[CH:6][C:5](F)=[C:4]([N+:9]([O-:11])=[O:10])[CH:3]=1.[C:12]([NH2:16])([CH3:15])([CH3:14])[CH3:13]>C1COCC1>[Br:1][C:2]1[CH:7]=[CH:6][C:5]([NH:16][C:12]([CH3:15])([CH3:14])[CH3:13])=[C:4]([N+:9]([O-:11])=[O:10])[CH:3]=1. The reactants are O1CC(C1)=O (oxetan-3-one), C(OC)(OC)OC (trimethyl orthoformate), ClC1=C(C=C(C=C1NC1=NN2C(C(=N1)NC1CC1)=NC=C2C#N)C#N)N2CC(NCC2)C(=O)N(C)C (4-(2-chloro-5-cyano-3-((7-cyano-4-(cyclopropylamino)imidazo[2,1-f][1,2,4]triazin-2-yl)amino)phenyl)-N,N-dimethylpiperazine-2-carboxamide), O1C(CC1)=O (oxetanone), [BH3-]C#N.[Na+] (NaCNBH3), O1C(CC1)=O (oxetanone), [BH3-]C#N.[Na+] (NaCNBH3), C(#N)[BH3-].[Na+] (sodium cyanoborohydride), O1C(CC1)=O (oxetanone). Reagents/catalysts: CC(=O)O (AcOH), CC(=O)O (AcOH). The solvent is C1CCOC1 (THF), CO (MeOH), O (water). Reaction conditions: time 3 hour. The product is ClC1=C(C=C(C=C1NC1=NN2C(C(=N1)NC1CC1)=NC=C2C#N)C#N)N2CC(N(CC2)C2COC2)C(=O)N(C)C (4-(2-chloro-5-cyano-3-((7-cyano-4-(cyclopropylamino)imidazo[2,1-f][1,2,4]triazin-2-yl)amino)phenyl)-N,N-dimethyl-1-(oxetan-3-yl)piperazine-2-carboxamide). The yield is 4.6%. Reaction SMILES: [Cl:1][C:2]1[C:7]([NH:8][C:9]2[N:14]=[C:13]([NH:15][CH:16]3[CH2:18][CH2:17]3)[C:12]3=[N:19][CH:20]=[C:21]([C:22]#[N:23])[N:11]3[N:10]=2)=[CH:6][C:5]([C:24]#[N:25])=[CH:4][C:3]=1[N:26]1[CH2:31][CH2:30][NH:29][CH:28]([C:32]([N:34]([CH3:36])[CH3:35])=[O:33])[CH2:27]1.[O:37]1[CH2:40][C:39](=O)[CH2:38]1.C(OC)(OC)OC.C([BH3-])#N.[Na+].O1CCC1=O>CO.CC(O)=O.O.C1COCC1>[Cl:1][C:2]1[C:7]([NH:8][C:9]2[N:14]=[C:13]([NH:15][CH:16]3[CH2:17][CH2:18]3)[C:12]3=[N:19][CH:20]=[C:21]([C:22]#[N:23])[N:11]3[N:10]=2)=[CH:6][C:5]([C:24]#[N:25])=[CH:4][C:3]=1[N:26]1[CH2:31][CH2:30][N:29]([CH:39]2[CH2:40][O:37][CH2:38]2)[CH:28]([C:32]([N:34]([CH3:36])[CH3:35])=[O:33])[CH2:27]1 |f:3.4|. Reported procedure: 4-(2-chloro-5-cyano-3-((7-cyano-4-(cyclopropylamino)imidazo[2,1-f][1,2,4]triazin-2-yl)amino)phenyl)-N,N-dimethylpiperazine-2-carboxamide (37 mg, 0.073 mmol, Example 563) was taken up in MeOH (0.2 mL) and THF (0.2 mL) and oxetan-3-one (9.38 μl, 0.146 mmol) and trimethyl orthoformate (0.081 mL, 0.731 mmol) were added. The reaction was stirred at room temperature for 3 h. Next, sodium cyanoborohydride (9.19 mg, 0.146 mmol) and one drop of AcOH were added and the reaction was stirred at room tempera... The reactants are CNCc1cccc(-c2ccc(CC3SC(=O)NC3=O)cc2)c1, [Cl-], O=C(O)C(F)(F)F, O=C(O)c1ccno1. The product is CN(Cc1cccc(-c2ccc(CC3SC(=O)NC3=O)cc2)c1)C(=O)c1ccno1. RXN SMILES: [CH3:8][NH:9][CH2:10][c:11]1[cH:12][c:13](-[c:17]2[cH:18][cH:19][c:20]([CH2:23][CH:24]3[C:25](=[O:30])[NH:26][C:27](=[O:29])[S:28]3)[cH:21][cH:22]2)[cH:14][cH:15][cH:16]1.[Cl-:31].[F:1][C:2]([F:3])([F:4])[C:5]([OH:6])=[O:7].[o:32]1[n:33][cH:34][cH:35][c:36]1[C:37](=[O:38])[OH:39]>>[CH3:8][N:9]([CH2:10][c:11]1[cH:12][c:13](-[c:17]2[cH:18][cH:19][c:20]([CH2:23][CH:24]3[C:25](=[O:30])[NH:26][C:27](=[O:29])[S:28]3)[cH:21][cH:22]2)[cH:14][cH:15][cH:16]1)[C:37]([c:36]1[o:32][n:33][cH:34][cH:35]1)=[O:39]. Starting materials: C1(CCCC1)S (cyclopentanethiol), [H-].[Na+] (sodium hydride), NC1=NC=C(N=C1Br)C1=CC=CC=C1 (2-Amino-3-Bromo-5-phenylpyrazine). The solvent is C(C)#N (acetonitrile). Run at temperature 80 celsius, time 15 minute. Yields the product NC1=NC=C(N=C1SC1CCCC1)C1=CC=CC=C1 (2-Amino-5-phenyl-3-cyclopentylthiopyrazine). Isolated yield 67.6%. As a reaction SMILES: [CH:1]1([SH:6])[CH2:5][CH2:4][CH2:3][CH2:2]1.[H-].[Na+].[NH2:9][C:10]1[C:15](Br)=[N:14][C:13]([C:17]2[CH:22]=[CH:21][CH:20]=[CH:19][CH:18]=2)=[CH:12][N:11]=1>C(#N)C>[NH2:9][C:10]1[C:15]([S:6][CH:1]2[CH2:5][CH2:4][CH2:3][CH2:2]2)=[N:14][C:13]([C:17]2[CH:22]=[CH:21][CH:20]=[CH:19][CH:18]=2)=[CH:12][N:11]=1 |f:1.2|. Procedure: To a solution of cyclopentanethiol (0.18 g, 1.80 mmol) in dry acetonitrile (20 mL), sodium hydride (NaH) (0.04 g, 1.80 mmol) was added the resulting mixture was stirred for 15 min. After this time 2-amino-3-bromo-5-phenylpyrazine 17b (0.15 g, 0.6 mmol) was added and the mixture heated at 80° C. for 2 h, cooled and quenched with water. Then EtOAc was added and the organic layer was anidrified over Na2SO4, filtered and the solvent removed under reduced pressure to get a crude that was purified by ...